Task: describe an organic reaction: reactants, conditions, products, and yield. Dataset: the Open Reaction Database (ORD), a public repository of structured organic reaction records Starting materials: O1C(CCCC1)OC1=CC=C(C=O)C=C1 (4-(tetrahydropyran-2-yloxy)benzaldehyde), [Li] (lithium), [Br-].OCCCCCCOC1=CC=C(C=C1)C[P+](C1=CC=CC=C1)(C1=CC=CC=C1)C1=CC=CC=C1 (4-(6-hydroxyhexyloxy)phenylmethyltriphenylphosphonium bromide). Run in C(C)O (ethanol). Reaction conditions: time 2 hour. Product: OCCCCCCOC1=CC=C(C=C1)\C=C\C1=CC=C(C=C1)OC1OCCCC1 ((E)-4-(6-hydroxyhexyloxy)-4′-(tetrahydropyran-2-yloxy)stilbene). Isolated yield 28.1%. RXN SMILES: [Li].[O:2]1[CH2:7][CH2:6][CH2:5][CH2:4][CH:3]1[O:8][C:9]1[CH:16]=[CH:15][C:12]([CH:13]=O)=[CH:11][CH:10]=1.[Br-].[OH:18][CH2:19][CH2:20][CH2:21][CH2:22][CH2:23][CH2:24][O:25][C:26]1[CH:31]=[CH:30][C:29]([CH2:32][P+](C2C=CC=CC=2)(C2C=CC=CC=2)C2C=CC=CC=2)=[CH:28][CH:27]=1>C(O)C>[OH:18][CH2:19][CH2:20][CH2:21][CH2:22][CH2:23][CH2:24][O:25][C:26]1[CH:31]=[CH:30][C:29](/[CH:32]=[CH:13]/[C:12]2[CH:15]=[CH:16][C:9]([O:8][CH:3]3[CH2:4][CH2:5][CH2:6][CH2:7][O:2]3)=[CH:10][CH:11]=2)=[CH:28][CH:27]=1 |f:2.3,^1:0|. Procedure: 0.23 g of lithium was dissolved in 150 ml of ethanol. Then 6.2 g of 4-(tetrahydropyran-2-yloxy)benzaldehyde (H) was added. The solution was cooled in an ice-water bath and 16.5 g of 4-(6-hydroxyhexyloxy)phenylmethyltriphenylphosphonium bromide (I) was added. After stirring for 2 hours at room temperature, a white precipitate was obtained. 3.34 g of (E)-4-(6-hydroxyhexyloxy)-4′-(tetrahydropyran-2-yloxy)stilbene (J, 31%) was obtained after collection by filtration and two washings with 150 ml of e... The reactants are C[Si](C)(C)[N-][Si](C)(C)C.[Li+] (Lithium bis(trimethylsilyl)amide), C(C)(=O)OC1=CC(O)=CC=C1 (resorcinol monoacetate), C(C)(C)[Si](C(C)C)(C(C)C)Cl (triisopropylsilyl chloride). Solvent: C1CCOC1 (THF). Conditions: time 10 minute. Yields the product C(C)(=O)OC1=CC(=CC=C1)O[Si](C(C)C)(C(C)C)C(C)C (3-[1,1-bis(Methylethyl)-2-methyl-1-silapropoxy]phenyl acetate). The yield is 64.1%. RXN SMILES: C[Si]([N-][Si](C)(C)C)(C)C.[Li+].[C:11]([O:14][C:15]1[CH:21]=[CH:20][CH:19]=[C:17]([OH:18])[CH:16]=1)(=[O:13])[CH3:12].[CH:22]([Si:25](Cl)([CH:29]([CH3:31])[CH3:30])[CH:26]([CH3:28])[CH3:27])([CH3:24])[CH3:23]>C1COCC1>[C:11]([O:14][C:15]1[CH:21]=[CH:20][CH:19]=[C:17]([O:18][Si:25]([CH:29]([CH3:31])[CH3:30])([CH:26]([CH3:28])[CH3:27])[CH:22]([CH3:24])[CH3:23])[CH:16]=1)(=[O:13])[CH3:12] |f:0.1|. Procedure: Lithium bis(trimethylsilyl)amide (73 ml, 73 ml, 1M solution in THF) was added dropwise to a solution of resorcinol monoacetate (10 g, 65.7 mmol) in THF (100 ml) at 78° C. under argon. The solution was stirred for 10 minutes and then triisopropylsilyl chloride (15.5 ml, 73 mmol) was added via syringe. After stirring at room temperature overnight, the mixture was partitioned between water and ethyl acetate. The organic layer was dried, filtered and evaporated under vacuum to yield 13 g of crude 3-... Starting materials: C(C)(C)(C)OC(=O)N1C[C@@H]2CC[C@@H](C[C@@H]2C[C@H]1C(=O)O)OC1=C(C=CC(=C1)N1N=CC=C1)C=1N=NNN1 ((3S, 4aS, 6S, 8aR)6-[5-Pyrazol-1-yl-2-(2H-tetrazol-5-yl)-phenoxy]-1,2,3,4,4a,5,6,7,8,8a-decahydroisoquinoline-2,3-dicarboxylic acid 2-tert-butyl ester), Cl (HCl). Run in C(Cl)Cl (CH2Cl2), C(C)OCC (diethyl ether). Reaction conditions: time 4 hour. Product: Cl.N1(N=CC=C1)C=1C=CC(=C(O[C@@H]2C[C@@H]3C[C@H](NC[C@@H]3CC2)C(=O)O)C1)C=1N=NNN1 ((3S, 4aS, 6S, 8aR)6-[5-Pyrazol-1-yl-2-(2H-tetrazol-5-yl)-phenoxy]-1,2,3,4,4a,5,6,7,8,8a-decahydroisoquinoline-3-carboxylic acid hydrochloride). As a reaction SMILES: C(OC([N:8]1[C@H:17]([C:18]([OH:20])=[O:19])[CH2:16][C@@H:15]2[C@@H:10]([CH2:11][CH2:12][C@H:13]([O:21][C:22]3[CH:27]=[C:26]([N:28]4[CH:32]=[CH:31][CH:30]=[N:29]4)[CH:25]=[CH:24][C:23]=3[C:33]3[N:34]=[N:35][NH:36][N:37]=3)[CH2:14]2)[CH2:9]1)=O)(C)(C)C.[ClH:38]>C(Cl)Cl.C(OCC)C>[ClH:38].[N:28]1([C:26]2[CH:25]=[CH:24][C:23]([C:33]3[N:37]=[N:36][NH:35][N:34]=3)=[C:22]([CH:27]=2)[O:21][C@H:13]2[CH2:12][CH2:11][C@@H:10]3[C@@H:15]([CH2:16][C@@H:17]([C:18]([OH:20])=[O:19])[NH:8][CH2:9]3)[CH2:14]2)[CH:32]=[CH:31][CH:30]=[N:29]1 |f:4.5|. Procedure: To 0.040 g of the material from Step C, above, dissolved in 5 mL CH2Cl2, is added 3 mL 2M HCl in diethyl ether. After stirring four hours at ambient temperature, the reaction is concentrated in vacuo. Starting materials: CC1=C(C=C(C=C1)C)C1CC(C=2C(=CC=NC2C1)C)=O (7-(2,5-dimethylphenyl)-4-methyl-5,6,7,8-tetrahydroquinolin-5-one), C1(=CC=C(C=C1)S(=O)(=O)O)C.NNC(=N)NO (1-amino-3-hydroxyguanidine p-toluenesulfonate), Cl (hydrochloric acid). Run in C(C)O (ethanol). Run at temperature 85 celsius, time 1 hour. Product: Cl.CC1=C(C=C(C=C1)C)C1CC(C=2C(=CC=NC2C1)C)=NNC(NO)=N (7-(2,5-dimethylphenyl)-5-(1-hydroxyguanidin-3-yl)imino-4-methyl-5,6,7,8-tetrahydroquinoline hydrochloride). As a reaction SMILES: [CH3:1][C:2]1[CH:7]=[CH:6][C:5]([CH3:8])=[CH:4][C:3]=1[CH:9]1[CH2:18][C:17]2[N:16]=[CH:15][CH:14]=[C:13]([CH3:19])[C:12]=2[C:11](=O)[CH2:10]1.C1(C)C=CC(S(O)(=O)=O)=CC=1.[NH2:32][NH:33][C:34]([NH:36][OH:37])=[NH:35].[ClH:38]>C(O)C>[ClH:38].[CH3:1][C:2]1[CH:7]=[CH:6][C:5]([CH3:8])=[CH:4][C:3]=1[CH:9]1[CH2:18][C:17]2[N:16]=[CH:15][CH:14]=[C:13]([CH3:19])[C:12]=2[C:11](=[N:32][NH:33][C:34](=[NH:35])[NH:36][OH:37])[CH2:10]1 |f:1.2,5.6|. Reported procedure: A mixture of 7-(2,5-dimethylphenyl)-4-methyl-5,6,7,8-tetrahydroquinolin-5-one (100 mg), 1-amino-3-hydroxyguanidine p-toluenesulfonate (131 mg) and concentrated hydrochloric acid (0.1 ml) in ethanol (2 ml) was stirred at 85° C. (bath temperature) for 1 hour. The reaction solution was concentrated under reduced pressure, and to the residue were added ethyl acetate (20 ml), tetrahydrofuran (12 ml) and 0.2 N sodium hydroxide (10 ml). The mixture was shaken, and the separated upper layer was washed w...